Dataset: the Open Reaction Database (ORD), a public repository of structured organic reaction records. Task: describe an organic reaction: reactants, conditions, products, and yield The reactants are CCOC=C(C(=O)OCC)C(=O)OCC, Nc1ccc(NC2Cc3ccccc3C2)nc1, CCOCC. Yields the product CCOC(=O)C(=CNc1ccc(NC2Cc3ccccc3C2)nc1)C(=O)OCC. As a reaction SMILES: [CH2:18]([O:19][CH:21]=[C:22]([C:23](=[O:24])[O:25][CH2:26][CH3:27])[C:28](=[O:29])[O:30][CH2:31][CH3:32])[CH3:20].[CH2:1]1[CH:2]([NH:10][c:11]2[n:12][cH:13][c:14]([NH2:17])[cH:15][cH:16]2)[CH2:3][c:4]2[cH:5][cH:6][cH:7][cH:8][c:9]21.[CH3:33][CH2:34][O:35][CH2:36][CH3:37]>>[CH2:1]1[CH:2]([NH:10][c:11]2[n:12][cH:13][c:14]([NH:17][CH:21]=[C:22]([C:23](=[O:24])[O:25][CH2:26][CH3:27])[C:28](=[O:29])[O:30][CH2:31][CH3:32])[cH:15][cH:16]2)[CH2:3][c:4]2[cH:5][cH:6][cH:7][cH:8][c:9]21.